Dataset: the Open Reaction Database (ORD), a public repository of structured organic reaction records. Task: describe an organic reaction: reactants, conditions, products, and yield Reactants: BrC=1C=NC(=NC1)N1C[C@H](CCC1)CN1N=NC=2C1=NC(=CN2)C=2C=NN(C2)C ((S)-1-((1-(5-bromopyrimidin-2-yl)piperidin-3-yl)methyl)-6-(1-methyl-1H-pyrazol-4-yl)-1H-[1,2,3]triazolo[4,5-b]pyrazine), CC1(OB(OC1(C)C)C1=CC=C(CN2CCN(CC2)C(C)=O)C=C1)C (1-(4-(4-(4,4,5,5-tetramethyl-1,3,2-dioxaborolane-2-yl)benzyl)piperazin-1-yl) ethanone), C(=O)([O-])[O-].[K+].[K+] (K2CO3). The reagents and catalysts are C1=CC=C(C=C1)P([C-]2C=CC=C2)C3=CC=CC=C3.C1=CC=C(C=C1)P([C-]2C=CC=C2)C3=CC=CC=C3.Cl[Pd]Cl.[Fe+2] (Pd(dppf)2Cl2). Run in O1CCOCC1 (dioxane), O (H2O). Run at temperature 80 celsius, time 2 hour. Yields the product CN1N=CC(=C1)C1=CN=C2C(=N1)N(N=N2)C[C@@H]2CN(CCC2)C2=NC=C(C=N2)C2=CC=C(CN1CCN(CC1)C(C)=O)C=C2 ((S)-1-(4-(4-(2-(3-((6-(1-methyl-1H-pyrazol-4-yl)-1H-[1,2,3]triazolo[4,5-b]pyrazin-1-yl)methyl)piperidin-1-yl)pyrimidin-5-yl)benzyl)piperazin-1-yl)ethanone). Isolated yield 73.6%. As a reaction SMILES: Br[C:2]1[CH:3]=[N:4][C:5]([N:8]2[CH2:13][CH2:12][CH2:11][C@H:10]([CH2:14][N:15]3[C:19]4=[N:20][C:21]([C:24]5[CH:25]=[N:26][N:27]([CH3:29])[CH:28]=5)=[CH:22][N:23]=[C:18]4[N:17]=[N:16]3)[CH2:9]2)=[N:6][CH:7]=1.CC1(C)C(C)(C)OB([C:38]2[CH:53]=[CH:52][C:41]([CH2:42][N:43]3[CH2:48][CH2:47][N:46]([C:49](=[O:51])[CH3:50])[CH2:45][CH2:44]3)=[CH:40][CH:39]=2)O1.C([O-])([O-])=O.[K+].[K+]>O1CCOCC1.O.C1C=CC(P(C2C=CC=CC=2)[C-]2C=CC=C2)=CC=1.C1C=CC(P(C2C=CC=CC=2)[C-]2C=CC=C2)=CC=1.Cl[Pd]Cl.[Fe+2]>[CH3:29][N:27]1[CH:28]=[C:24]([C:21]2[N:20]=[C:19]3[N:15]([CH2:14][C@H:10]4[CH2:11][CH2:12][CH2:13][N:8]([C:5]5[N:4]=[CH:3][C:2]([C:38]6[CH:53]=[CH:52][C:41]([CH2:42][N:43]7[CH2:48][CH2:47][N:46]([C:49](=[O:51])[CH3:50])[CH2:45][CH2:44]7)=[CH:40][CH:39]=6)=[CH:7][N:6]=5)[CH2:9]4)[N:16]=[N:17][C:18]3=[N:23][CH:22]=2)[CH:25]=[N:26]1 |f:2.3.4,7.8.9.10|. Procedure: (S)-1-((1-(5-bromopyrimidin-2-yl)piperidin-3-yl)methyl)-6-(1-methyl-1H-pyrazol-4-yl)-1H-[1,2,3]triazolo[4,5-b]pyrazine (50 mg, 0.11 mmol), 1-(4-(4-(4,4,5,5-tetramethyl-1,3,2-dioxaborolane-2-yl)benzyl)piperazin-1-yl) ethanone (45 mg, 0.13 mmol), Pd(dppf)2Cl2 (4.5 mg, 0.0054 mmol), and K2CO3 (45 mg, 0.33 mmol) were dissolved in dioxane (4 ml)+H2O (1 ml), and then degassed with N2(gas), followed by stirring at 80° C. for 2 hours. After the completion of the reaction, the reaction mixture was extrac... The reactants are O1CCOC12CCC(CC2)=O (1,4-dioxaspiro[4.5]decan-8-one), O1NCCC1 (isoxazolidine), C(C)(=O)O[BH-](OC(C)=O)OC(C)=O.[Na+] (sodium triacetoxyborohydride). The solvent is C(C)#N (acetonitrile). Conditions: time 18 hour. Product: O1CCOC12CCC(CC2)N2OCCC2 (2-(1,4-dioxaspiro[4.5]decan-8-yl)isoxazolidine). RXN SMILES: [O:1]1[C:5]2([CH2:10][CH2:9][C:8](=O)[CH2:7][CH2:6]2)[O:4][CH2:3][CH2:2]1.[O:12]1[CH2:16][CH2:15][CH2:14][NH:13]1.C(O[BH-](OC(=O)C)OC(=O)C)(=O)C.[Na+]>C(#N)C>[O:1]1[C:5]2([CH2:10][CH2:9][CH:8]([N:13]3[CH2:14][CH2:15][CH2:16][O:12]3)[CH2:7][CH2:6]2)[O:4][CH2:3][CH2:2]1 |f:2.3|. Procedure: 1,4-dioxaspiro[4.5]decan-8-one (358.5 mg, 2.3 mmol), and isoxazolidine (168 mg, 2.3 mmol), and sodium triacetoxyborohydride (1.46 g, 6.9 mmol) were taken in acetonitrile and stirred for 18 h at room temperature. The mixture concentrated under vacuum and the residue basified with NaHCO3, saturated with solid NaCl and extracted with EtOAc/iPrOH (4:1) four times. Organic layer separated, dried over Na2SO4 and evaporated. Residue purified by silica column chromatography to give the title compound. Reactants: C(#N)C1=CC=C(C=C1)NC(CN)=O (N1 -(4-cyanophenyl)glycinamide), ClC(=O)OCC(C)C (isobutyl chloroformate), CN1CCCCC1 (N-methylpiperidine), C(C)(C)OC(=O)N[C@@H](C(C)C)C(=O)O (N-isopropoxycarbonyl-L-valine). The solvent is O (Water), C(Cl)Cl (methylene chloride). Reaction conditions: temperature -20 celsius, time 1 hour. Product: C(C)(C)OC(=O)N[C@@H](C(C)C)C(=O)NCC(=O)NC1=CC=C(C=C1)C#N (N-isopropoxycarbonyl-L-valyl-N-(4-cyanophenyl)glycinamide), powder. The yield is 49.0%. RXN SMILES: CN1CCCCC1.[CH:8]([O:11][C:12]([NH:14][C@H:15]([C:19]([OH:21])=O)[CH:16]([CH3:18])[CH3:17])=[O:13])([CH3:10])[CH3:9].ClC(OCC(C)C)=O.[C:30]([C:32]1[CH:37]=[CH:36][C:35]([NH:38][C:39](=[O:42])[CH2:40][NH2:41])=[CH:34][CH:33]=1)#[N:31]>C(Cl)Cl.O>[CH:8]([O:11][C:12]([NH:14][C@H:15]([C:19]([NH:41][CH2:40][C:39]([NH:38][C:35]1[CH:36]=[CH:37][C:32]([C:30]#[N:31])=[CH:33][CH:34]=1)=[O:42])=[O:21])[CH:16]([CH3:17])[CH3:18])=[O:13])([CH3:9])[CH3:10]. Procedure: 0.3 g of N-methylpiperidine was added to a solution containing 0.6 g of N-isopropoxycarbonyl-L-valine dissolved in 40 ml of methylene chloride, at -20° C. After the mixture was stirred for 10 minutes at the same temperature, 0.4 g of isobutyl chloroformate was added to the n-fixture, and stirred for 1 hour at -20° C. 0.5 g of N1 -(4-cyanophenyl)glycinamide was added to this mixture at -60° C., and then the reaction mixture was allowed to sit and warm naturally to room temperature while being sti... Starting materials: BrC1=CC(=C(C=C1)C1=CC=CC=C1)C=C (4-bromo-2-vinylbiphenyl), [Mg] (magnesium), O=C1C[C@H](N(C1)C(=O)OCC[Si](C)(C)C)C(=O)OC ((S)-2-methyl 1-(2-(trimethylsilyl)ethyl) 4-oxopyrrolidine-1,2-dicarboxylate), C(=C)C1=C(C=CC(=C1)[Mg]Br)C1=CC=CC=C1 ((2-vinylbiphenyl-4-yl)magnesium bromide). The solvent is C1CCOC1 (THF), C1(=CC=CC=C1)C (toluene). Reaction conditions: time 1 hour. Yields the product O[C@]1(C[C@H](N(C1)C(=O)OCC[Si](C)(C)C)C(=O)OC)C1=CC(=C(C=C1)C1=CC=CC=C1)C=C ((2S,4R)-2-methyl 1-(2-(trimethylsilyl)ethyl) 4-hydroxy-4-(2-vinylbiphenyl-4-yl)pyrrolidine-1,2-dicarboxylate). Yield: 18.2%. As a reaction SMILES: [CH:1]([C:3]1[CH:8]=[C:7]([Mg]Br)[CH:6]=[CH:5][C:4]=1[C:11]1[CH:16]=[CH:15][CH:14]=[CH:13][CH:12]=1)=[CH2:2].BrC1C=CC(C2C=CC=CC=2)=C(C=C)C=1.[Mg].[O:33]=[C:34]1[CH2:38][N:37]([C:39]([O:41][CH2:42][CH2:43][Si:44]([CH3:47])([CH3:46])[CH3:45])=[O:40])[C@H:36]([C:48]([O:50][CH3:51])=[O:49])[CH2:35]1>C1COCC1.C1(C)C=CC=CC=1>[OH:33][C@:34]1([C:7]2[CH:6]=[CH:5][C:4]([C:11]3[CH:16]=[CH:15][CH:14]=[CH:13][CH:12]=3)=[C:3]([CH:1]=[CH2:2])[CH:8]=2)[CH2:38][N:37]([C:39]([O:41][CH2:42][CH2:43][Si:44]([CH3:46])([CH3:47])[CH3:45])=[O:40])[C@H:36]([C:48]([O:50][CH3:51])=[O:49])[CH2:35]1. Procedure details: (2-vinylbiphenyl-4-yl)magnesium bromide (2.66 g, 9.38 mmol) solution, made by refluxing Intermediate 7 with 1 eq. of magnesium turnings in THF, was added to a solution of (S)-2-methyl 1-(2-(trimethylsilyl)ethyl) 4-oxopyrrolidine-1,2-dicarboxylate (2.7 g, 9.38 mmol) in toluene (75 mL) at 0° C. and stirred for 1 hr and then quenched with sat. NH4Cl solution. The aqueous layer was extracted with DCM and the combined organics were dried, filtered and evaporated to give crude material. The crude mate... Reactants: CC(=O)OCc1ccc2c(N)cccc2n1, CCOC(C)=O, CC(=O)O, CCCCCC, Cc1ccccc1, COc1ccc(F)cc1C(C)(C)CC(O)(C=O)C(F)(F)F. The product is COc1ccc(F)cc1C(C)(C)CC(O)(C=Nc1cccc2nc(COC(C)=O)ccc12)C(F)(F)F. As a reaction SMILES: [C:1]([CH3:2])(=[O:3])[O:4][CH2:5][c:6]1[n:7][c:8]2[cH:9][cH:10][cH:11][c:12]([NH2:16])[c:13]2[cH:14][cH:15]1.[C:42]([O:43][CH2:44][CH3:45])(=[O:46])[CH3:47].[CH3:38][C:39](=[O:40])[OH:41].[CH3:48][CH2:49][CH2:50][CH2:51][CH2:52][CH3:53].[CH3:54][c:55]1[cH:56][cH:57][cH:58][cH:59][cH:60]1.[F:17][c:18]1[cH:19][cH:20][c:21]([O:36][CH3:37])[c:22]([C:24]([CH2:25][C:26]([CH:27]=[O:28])([C:29]([F:30])([F:31])[F:32])[OH:33])([CH3:34])[CH3:35])[cH:23]1>>[C:1]([CH3:2])(=[O:3])[O:4][CH2:5][c:6]1[n:7][c:8]2[cH:9][cH:10][cH:11][c:12]([N:16]=[CH:27][C:26]([CH2:25][C:24]([c:22]3[c:21]([O:36][CH3:37])[cH:20][cH:19][c:18]([F:17])[cH:23]3)([CH3:34])[CH3:35])([C:29]([F:30])([F:31])[F:32])[OH:33])[c:13]2[cH:14][cH:15]1. Product: ClC=1C=CC(=NC1)NC(C1=C(C=CC(=C1)C=C)NC(=O)C1CCN(CC1)C(C)C)=O (N-(5-Chloropyridin-2-yl)-2-[(1-isopropylpiperidin-4-ylcarbonyl)amino]-5-vinylbenzamide). As a reaction SMILES: [Cl:1][C:2]1[CH:3]=[CH:4][C:5]([NH:8][C:9](=[O:29])[C:10]2[CH:15]=[C:14](I)[CH:13]=[CH:12][C:11]=2[NH:17][C:18]([CH:20]2[CH2:25][CH2:24][N:23]([CH:26]([CH3:28])[CH3:27])[CH2:22][CH2:21]2)=[O:19])=[N:6][CH:7]=1.[C:30]1([As](C2C=CC=CC=2)C2C=CC=CC=2)C=CC=C[CH:31]=1.C([Sn](CCCC)(CCCC)C=C)CCC>CN1CCCC1=O.C1C=CC([P]([Pd]([P](C2C=CC=CC=2)(C2C=CC=CC=2)C2C=CC=CC=2)([P](C2C=CC=CC=2)(C2C=CC=CC=2)C2C=CC=CC=2)[P](C2C=CC=CC=2)(C2C=CC=CC=2)C2C=CC=CC=2)(C2C=CC=CC=2)C2C=CC=CC=2)=CC=1.[Cu](I)I>[Cl:1][C:2]1[CH:3]=[CH:4][C:5]([NH:8][C:9](=[O:29])[C:10]2[CH:15]=[C:14]([CH:30]=[CH2:31])[CH:13]=[CH:12][C:11]=2[NH:17][C:18]([CH:20]2[CH2:25][CH2:24][N:23]([CH:26]([CH3:28])[CH3:27])[CH2:22][CH2:21]2)=[O:19])=[N:6][CH:7]=1 |^1:74,76,95,114|. Starting materials: C(CCC)[Sn](C=C)(CCCC)CCCC (tributyl(vinyl)tin), ClC=1C=CC(=NC1)NC(C1=C(C=CC(=C1)I)NC(=O)C1CCN(CC1)C(C)C)=O (N-(5-chloropyridin-2-yl)-5-iodo-2-[(1-isopropylpiperidin-4-ylcarbonyl)amino]benzamide), C1(=CC=CC=C1)[As](C1=CC=CC=C1)C1=CC=CC=C1 (triphenylarsine). The yield is 153.4%. Run at temperature 105 celsius, time 8 hour. The reagents and catalysts are C=1C=CC(=CC1)[P](C=2C=CC=CC2)(C=3C=CC=CC3)[Pd]([P](C=4C=CC=CC4)(C=5C=CC=CC5)C=6C=CC=CC6)([P](C=7C=CC=CC7)(C=8C=CC=CC8)C=9C=CC=CC9)[P](C=1C=CC=CC1)(C=1C=CC=CC1)C=1C=CC=CC1 (tetrakis(triphenylphosphine)palladium(0)), [Cu](I)I (copper iodide). Procedure details: To a stirring solution of N-(5-chloropyridin-2-yl)-5-iodo-2-[(1-isopropylpiperidin-4-ylcarbonyl)amino]benzamide (1.0 g, 1.90 mmol) in N-methyl-2-pyrrolidinone (25 mL) was added tetrakis(triphenylphosphine)palladium(0) (0.12 g, 0.1 mmol), triphenylarsine (60 mg, 0.2 mmol) and copper iodide (10 mg, 0.05 mmol) followed by tributyl(vinyl)tin (0.63 mL, 2.09 mmol). The reaction solution was heated to 105° C., stirred for 8 h, partitioned between dichloromethane and saturated aqueous sodium bicarbonate... Solvent: CN1C(CCC1)=O (N-methyl-2-pyrrolidinone). Yields the product CC(C)=CCn1c(N2CCN(C(=O)OC(C)(C)C)CC2)nc2c1c(=O)n(COC(=O)C(C)(C)C)c(=O)n2COC(=O)C(C)(C)C. RXN SMILES: [C:34]([CH3:35])([CH3:36])([CH3:37])[O:38][C:39](=[O:40])[N:41]1[CH2:42][CH2:43][NH:44][CH2:45][CH2:46]1.[C:47]12=[N:57][NH:56][CH2:55][CH2:54][CH2:53][CH:52]1[CH2:51][CH2:50][CH2:49][CH2:48]2.[CH3:58][N:59]1[CH2:60][CH2:61][CH2:62][C:63]1=[O:64].[Cl:1][c:2]1[n:3][c:4]2[n:5]([CH2:26][O:27][C:28]([C:29]([CH3:30])([CH3:31])[CH3:32])=[O:33])[c:6](=[O:25])[n:7]([CH2:17][O:18][C:19]([C:20]([CH3:21])([CH3:22])[CH3:23])=[O:24])[c:8](=[O:16])[c:9]2[n:10]1[CH2:11][CH:12]=[C:13]([CH3:14])[CH3:15]>>[c:2]1([N:44]2[CH2:43][CH2:42][N:41]([C:39]([O:38][C:34]([CH3:35])([CH3:36])[CH3:37])=[O:40])[CH2:46][CH2:45]2)[n:3][c:4]2[n:5]([CH2:26][O:27][C:28]([C:29]([CH3:30])([CH3:31])[CH3:32])=[O:33])[c:6](=[O:25])[n:7]([CH2:17][O:18][C:19]([C:20]([CH3:21])([CH3:22])[CH3:23])=[O:24])[c:8](=[O:16])[c:9]2[n:10]1[CH2:11][CH:12]=[C:13]([CH3:14])[CH3:15]. Starting materials: CC(C)(C)OC(=O)N1CCNCC1, C1CCC2CCCNN=C2C1, CN1CCCC1=O, CC(C)=CCn1c(Cl)nc2c1c(=O)n(COC(=O)C(C)(C)C)c(=O)n2COC(=O)C(C)(C)C.